From a dataset of the Open Reaction Database (ORD), a public repository of structured organic reaction records. describe an organic reaction: reactants, conditions, products, and yield Starting materials: C1=CC=CC=2C3=CC=CC=C3C(C12)COC(=O)NC(C)(C(=O)N[C@@H](C(C)C)C(=O)N(C)[C@H]([C@@H](CC(=O)N1[C@@H](CCC1)[C@@H]([C@H](C(=O)N[C@@H]([C@H](C1=CC=CC=C1)O)C)C)OC)OC)[C@H](CC)C)C (N-[(9H-fluoren-9-ylmethoxy)carbonyl]-2-methylalanyl-N—[(3R,4S,5S)-1-{(2S)-2-[(1R,2R)-3-{[(1S,2R)-1-hydroxy-1-phenylpropan-2-yl]amino}-1-methoxy-2-methyl-3-oxopropyl]pyrrolidin-1-yl}-3-methoxy-5-methyl-1-oxoheptan-4-yl]-N-methyl-L-valinamide), crude desired material, C(C)OCC (Diethyl ether), CCCCCCC (heptane). The solvent is ClCCl (dichloromethane), C(C)NCC (diethylamine). Product: CC(N)(C)C(=O)N[C@@H](C(C)C)C(=O)N(C)[C@H]([C@@H](CC(=O)N1[C@@H](CCC1)[C@@H]([C@H](C(=O)N[C@@H]([C@H](C1=CC=CC=C1)O)C)C)OC)OC)[C@H](CC)C (2-methylalanyl-N-[(3R,4S,5S)-1-{(2S)-2-[(1R,2R)-3-{[(1S,2R)-1-hydroxy-1-phenylpropan-2-yl]amino}-1-methoxy-2-methyl-3-oxopropyl]pyrrolidin-1-yl}-3-methoxy-5-methyl-1-oxoheptan-4-yl]-N-methyl-L-valinamide). Yield: 51.0%. Reaction SMILES: C1C2C(COC([NH:18][C:19]([CH3:66])([C:21]([NH:23][C@H:24]([C:28]([N:30]([C@@H:32]([C@@H:62]([CH3:65])[CH2:63][CH3:64])[C@H:33]([O:60][CH3:61])[CH2:34][C:35]([N:37]3[CH2:41][CH2:40][CH2:39][C@H:38]3[C@H:42]([O:58][CH3:59])[C@@H:43]([CH3:57])[C:44]([NH:46][C@H:47]([CH3:56])[C@@H:48]([OH:55])[C:49]3[CH:54]=[CH:53][CH:52]=[CH:51][CH:50]=3)=[O:45])=[O:36])[CH3:31])=[O:29])[CH:25]([CH3:27])[CH3:26])=[O:22])[CH3:20])=O)C3C(=CC=CC=3)C=2C=CC=1.C(OCC)C.CCCCCCC>ClCCl.C(NCC)C>[CH3:20][C:19]([C:21]([NH:23][C@H:24]([C:28]([N:30]([C@@H:32]([C@@H:62]([CH3:65])[CH2:63][CH3:64])[C@H:33]([O:60][CH3:61])[CH2:34][C:35]([N:37]1[CH2:41][CH2:40][CH2:39][C@H:38]1[C@H:42]([O:58][CH3:59])[C@@H:43]([CH3:57])[C:44]([NH:46][C@H:47]([CH3:56])[C@@H:48]([OH:55])[C:49]1[CH:54]=[CH:53][CH:52]=[CH:51][CH:50]=1)=[O:45])=[O:36])[CH3:31])=[O:29])[CH:25]([CH3:26])[CH3:27])=[O:22])([CH3:66])[NH2:18]. Reported procedure: According to general procedure A, from #111 (210 mg, 0.230 mmol) in dichloromethane (5 mL, 0.05 M) and diethylamine (5 mL) was synthesized the crude desired material, which was purified by silica gel chromatography (Gradient: 0% to 10% methanol in dichloromethane) to give a mixture of an oil and solid. Diethyl ether and heptane were added and the mixture was concentrated in vacuo, producing #112 (81 mg, 51%) as a white solid. LC-MS: m/z 690.4 [M+H+], retention time=1.10 minutes; HPLC (Protocol A...